Dataset: the Open Reaction Database (ORD), a public repository of structured organic reaction records. Task: describe an organic reaction: reactants, conditions, products, and yield The reactants are C1(CC1)C(=O)N1C[C@@H](CC1)CC=1N(C(NN1)=O)C1=CC=C(C=C1)B1OC(C(O1)(C)C)(C)C (5-{[(3S)-1-(cyclopropylcarbonyl)-3-pyrrolidinyl]methyl}-4-[4-(4,4,5,5-tetramethyl-1,3,2-dioxaborolan-2-yl)phenyl]-2,4-dihydro-3H-1,2,4-triazol-3-one), BrC=1C=C(C2=C(C=CO2)C1)F (5-bromo-7-fluoro-1-benzofuran), C([O-])([O-])=O.[K+].[K+] (potassium carbonate). Reagents/catalysts: C1=CC=C(C=C1)P([C-]2C=CC=C2)C3=CC=CC=C3.C1=CC=C(C=C1)P([C-]2C=CC=C2)C3=CC=CC=C3.Cl[Pd]Cl.[Fe+2].ClCCl (dichloro[1,1′-bis(diphenylphosphino)ferrocene]palladium(II) dichloromethane). The solvent is O1CCOCC1 (dioxane). Conditions: temperature 100 celsius, time 8 hour. Yields the product C1(CC1)C(=O)N1C[C@@H](CC1)CC=1N(C(NN1)=O)C1=CC=C(C=C1)C=1C=C(C2=C(C=CO2)C1)F (5-{[(3S)-1-(cyclopropylcarbonyl)-3-pyrrolidinyl]methyl}-4-[4-(7-fluoro-1-benzofuran-5-yl)phenyl]-2,4-dihydro-3H-1,2,4-triazol-3-one). The yield is 47.0%. Reaction SMILES: [CH:1]1([C:4]([N:6]2[CH2:10][CH2:9][C@@H:8]([CH2:11][C:12]3[N:13]([C:18]4[CH:23]=[CH:22][C:21](B5OC(C)(C)C(C)(C)O5)=[CH:20][CH:19]=4)[C:14](=[O:17])[NH:15][N:16]=3)[CH2:7]2)=[O:5])[CH2:3][CH2:2]1.Br[C:34]1[CH:35]=[C:36]([F:43])[C:37]2[O:41][CH:40]=[CH:39][C:38]=2[CH:42]=1.C(=O)([O-])[O-].[K+].[K+]>O1CCOCC1.C1C=CC(P(C2C=CC=CC=2)[C-]2C=CC=C2)=CC=1.C1C=CC(P(C2C=CC=CC=2)[C-]2C=CC=C2)=CC=1.Cl[Pd]Cl.[Fe+2].ClCCl>[CH:1]1([C:4]([N:6]2[CH2:10][CH2:9][C@@H:8]([CH2:11][C:12]3[N:13]([C:18]4[CH:23]=[CH:22][C:21]([C:34]5[CH:35]=[C:36]([F:43])[C:37]6[O:41][CH:40]=[CH:39][C:38]=6[CH:42]=5)=[CH:20][CH:19]=4)[C:14](=[O:17])[NH:15][N:16]=3)[CH2:7]2)=[O:5])[CH2:3][CH2:2]1 |f:2.3.4,6.7.8.9.10|. Reported procedure: A solution of 5-{[(3S)-1-(cyclopropylcarbonyl)-3-pyrrolidinyl]methyl}-4-[4-(4,4,5,5-tetramethyl-1,3,2-dioxaborolan-2-yl)phenyl]-2,4-dihydro-3H-1,2,4-triazol-3-one (0.297 mmol) in dioxane (1.5 mL) was treated with 5-bromo-7-fluoro-1-benzofuran (0.297 mmol), dichloro[1,1′-bis(diphenylphosphino)ferrocene]palladium(II)-dichloromethane adduct (17 mg), and 2M aq potassium carbonate (0.89 mmol). The reaction mixture was purged with nitrogen, sealed, and stirred at 100° C. overnight. The reaction mixtur...